Dataset: the Open Reaction Database (ORD), a public repository of structured organic reaction records. Task: describe an organic reaction: reactants, conditions, products, and yield The reactants are C(C1=CC=CC=C1)(C1=CC=CC=C1)(C1=CC=CC=C1)N[C@@H](CC1=CC=CC=C1)C(=O)O (N-trityl-L-Phenylalanine), C1(=CC=C(C=C1)S(=O)(=O)O)C.C(C)OC(CNC([C@@H](N)CC(C)C)=O)=O (L-Leucylglycine ethylester p-toluensulphonate salt), CN1CCOCC1 (N-methylmorpholine), ON1N=NC2=C1C=CC=C2 (N-hydroxybenzotriazole), C1(CCCCC1)N=C=NC1CCCCC1 (1,3-dicyclohexylcarbodiimide). Solvent: O1CCCC1 (tetrahydrofurane), O1CCCC1 (terahydrofurane). Reaction conditions: temperature 0 celsius, time 8 hour. Yields the product C(C)OC(CNC([C@@H](NC([C@@H](NC(C1=CC=CC=C1)(C1=CC=CC=C1)C1=CC=CC=C1)CC1=CC=CC=C1)=O)CC(C)C)=O)=O (N-trityl-L-Phenylalanyl-L-leucylglycine ethyl ester). Yield: 60.2%. Reaction SMILES: [C:1]([NH:20][C@H:21]([C:29]([OH:31])=O)[CH2:22]C1C=CC=CC=1)([C:14]1[CH:19]=[CH:18][CH:17]=[CH:16][CH:15]=1)(C1C=CC=CC=1)[C:2]1[CH:7]=[CH:6][CH:5]=[CH:4][CH:3]=1.ON1[C:37]2[CH:38]=[CH:39][CH:40]=[CH:41][C:36]=2N=N1.C1(N=C=N[CH:51]2[CH2:56][CH2:55][CH2:54][CH2:53][CH2:52]2)CCCCC1.C1(C)C=CC(S(O)(=O)=O)=CC=1.[CH2:68]([O:70][C:71](=[O:82])[CH2:72][NH:73][C:74](=[O:81])[C@H:75]([CH2:77][CH:78]([CH3:80])[CH3:79])[NH2:76])[CH3:69].CN1CCOCC1>O1CCCC1>[CH2:68]([O:70][C:71](=[O:82])[CH2:72][NH:73][C:74](=[O:81])[C@H:75]([CH2:77][CH:78]([CH3:79])[CH3:80])[NH:76][C:29](=[O:31])[C@H:21]([CH2:22][C:51]1[CH:52]=[CH:53][CH:54]=[CH:55][CH:56]=1)[NH:20][C:1]([C:14]1[CH:19]=[CH:18][CH:17]=[CH:16][CH:15]=1)([C:2]1[CH:3]=[CH:4][CH:5]=[CH:6][CH:7]=1)[C:36]1[CH:41]=[CH:40][CH:39]=[CH:38][CH:37]=1)[CH3:69] |f:3.4|. Procedure details: N-trityl-L-Phenylalanine (20.3 g, 50 mmo1), prepared as described in J.Org. Chem. 47, 1324 (1982) was dissolved in anhydrous terahydrofurane (150 ml) and added with anhydrous N-hydroxybenzotriazole (8 gr). The mixture was cooled at 0° C. and treated with 1,3-dicyclohexylcarbodiimide (11.7 gr, 50 mmol) and, after 10 minutes, added dropwise with a solution of L-Leucylglycine ethylester p-toluensulphonate salt (20 g, 50 mmol) in in a mixture of anhydrous tetrahydrofurane (100 ml) and N-methylmorpho...